This data is from the Open Reaction Database (ORD), a public repository of structured organic reaction records. The task is: describe an organic reaction: reactants, conditions, products, and yield The reactants are N1CCC(CCC1)N1CCN(CC1)C(C(=O)N)(NC(=O)NC1=CC=C(C=C1)Cl)C1=C(C=CC=C1)OC (4-(homopiperidin-4-yl)piperazin-1-yl-2-(2-methoxyphenyl)-2-(4-chlorophenylaminocarbonylamino)-acetamide), C=O (HCHO), [BH3-]C#N.[Na+] (NaBH3CN). Solvent: CO (MeOH). Conditions: time 8 hour. Product: CN1CCC(CCC1)N1CCN(CC1)C(C(=O)N)(NC(=O)NC1=CC=C(C=C1)Cl)C1=C(C=CC=C1)OC (4-(1-methylhomopiperidin-4-yl)piperazin-1-yl-2-(2-methoxyphenyl)-2-(4-chlorophenylaminocarbonylamino)-acetamide). Yield: 25.2%. As a reaction SMILES: [NH:1]1[CH2:7][CH2:6][CH2:5][CH:4]([N:8]2[CH2:13][CH2:12][N:11]([C:14]([C:29]3[CH:34]=[CH:33][CH:32]=[CH:31][C:30]=3[O:35][CH3:36])([NH:18][C:19]([NH:21][C:22]3[CH:27]=[CH:26][C:25]([Cl:28])=[CH:24][CH:23]=3)=[O:20])[C:15]([NH2:17])=[O:16])[CH2:10][CH2:9]2)[CH2:3][CH2:2]1.C=O.[BH3-][C:40]#N.[Na+]>CO>[CH3:40][N:1]1[CH2:7][CH2:6][CH2:5][CH:4]([N:8]2[CH2:9][CH2:10][N:11]([C:14]([C:29]3[CH:34]=[CH:33][CH:32]=[CH:31][C:30]=3[O:35][CH3:36])([NH:18][C:19]([NH:21][C:22]3[CH:27]=[CH:26][C:25]([Cl:28])=[CH:24][CH:23]=3)=[O:20])[C:15]([NH2:17])=[O:16])[CH2:12][CH2:13]2)[CH2:3][CH2:2]1 |f:2.3|. Reported procedure: To a solution of 4-(homopiperidin-4-yl)piperazin-1-yl-2-(2-methoxyphenyl)-2-(4-chlorophenylaminocarbonylamino)-acetamide (150 mg, 0.30 mmol) and HCHO (37% aq., 0.067 mL, 0.90 mmol) in MeOH (5.0 mL), NaBH3CN (57 mg, 0.90 mmol) was added. After being stirred at room temperature overnight, the mixture was purified by HPLC to give the titled compound (40 mg). MS 514.5 qnd 516.5 (M+H, Cl pattern). The reactants are N1(CCOCC1)C(C(=O)C1=NC=CC=C1)C1=CC=CC=C1 (2-Morpholin-4-yl-2-phenyl-1-pyridin-2-yl-ethanone), C1(=CC=CC=C1)[Mg]Br (Phenylmagnesium bromide). Run in C1CCOC1 (THF). Conditions: temperature -78 celsius, time 15 minute. Yields the product N1(CCOCC1)C(C(O)(C1=NC=CC=C1)C1=CC=CC=C1)C1=CC=CC=C1 ((±)-2-Morpholin-4-yl-1,2-diphenyl-1-pyridin-2-yl-ethanol). RXN SMILES: [N:1]1([CH:7]([C:16]2[CH:21]=[CH:20][CH:19]=[CH:18][CH:17]=2)[C:8]([C:10]2[CH:15]=[CH:14][CH:13]=[CH:12][N:11]=2)=[O:9])[CH2:6][CH2:5][O:4][CH2:3][CH2:2]1.[C:22]1([Mg]Br)[CH:27]=[CH:26][CH:25]=[CH:24][CH:23]=1>C1COCC1>[N:1]1([CH:7]([C:16]2[CH:21]=[CH:20][CH:19]=[CH:18][CH:17]=2)[C:8]([C:22]2[CH:27]=[CH:26][CH:25]=[CH:24][CH:23]=2)([C:10]2[CH:15]=[CH:14][CH:13]=[CH:12][N:11]=2)[OH:9])[CH2:2][CH2:3][O:4][CH2:5][CH2:6]1. Procedure details: 2-Morpholin-4-yl-2-phenyl-1-pyridin-2-yl-ethanone (15 mg, 0.053 mmol) was dissolved in 3 mL of dry THF and cooled to −78° C. Phenylmagnesium bromide (159 μL, 1.0 M solution in TBH, 0.159 mmol) was added dropwise and the mixture was allowed to stir for 15 minutes. The reaction was quenched with 1 mL of aqueous NaHCO3(sat) and warmed to ambient temperature. The mixture was poured into NaHCO3 (sat) and extracted 2× with EtOAc. The combined organic extracts were dried with Na2SO4, filtered and conce... Reactants: [Na] (sodium), C(CC(=O)[O-])(=O)OCC (ethyl malonate), BrC(C)CCCC (2-bromohexane). Run in C(C)O (ethanol). Run at time 4 hour. The product is CC(CC(=O)O)CCCC (3-methylheptanoic acid). The yield is 74.7%. RXN SMILES: [Na].C(OCC)(=O)[CH2:3][C:4]([O-:6])=[O:5].Br[CH:12]([CH2:14][CH2:15][CH2:16][CH3:17])[CH3:13]>C(O)C>[CH3:13][CH:12]([CH2:14][CH2:15][CH2:16][CH3:17])[CH2:3][C:4]([OH:6])=[O:5] |^1:0|. Reported procedure: Under argon atmosphere, to a solution of sodium metal (70.6 g, 3.07 mol) in absolute ethanol (900 ml) was added ethyl malonate (510 g, 3.18 mol) with stirring. Further, 2-bromohexane (475 g, 2.88 mol) was added dropwise gradually and, after sodium bromide was precipitated, in such a rate that ethanol was slowly refluxed. After addition reflux was continued for 4 hours. After cooling the mixture to room temperature 50% aqueous potassium hydroxide solution (843 g) was added dropwise and the reacti... Reactants: O=C([O-])O, CCOC(=O)C#Cc1cnc(NC(=O)OC(C)(C)C)s1, ClCCl, O=C(O)C(F)(F)F. The product is CCOC(=O)C#Cc1cnc(N)s1. As a reaction SMILES: [C:28](=[O:29])([OH:30])[O-:31].[CH2:1]([CH3:2])[O:3][C:4]([C:5]#[C:6][c:7]1[cH:8][n:9][c:10]([NH:12][C:13]([O:14][C:15]([CH3:16])([CH3:17])[CH3:18])=[O:19])[s:11]1)=[O:20].[Cl:32][CH2:33][Cl:34].[OH:21][C:22]([C:23]([F:24])([F:25])[F:26])=[O:27]>>[CH2:1]([CH3:2])[O:3][C:4]([C:5]#[C:6][c:7]1[cH:8][n:9][c:10]([NH2:12])[s:11]1)=[O:20]. The reactants are C(C)(C)N(C(C)C)CC (N,N-diisopropylethylamine), C(C)C1CNCCO1 (2-ethylmorpholine), C(C)O (ethanol), Cl.C(C)OC(CC(=O)OCC)=N (ethyl 3-ethoxy-3-iminopropanoate hydrochloride). Conditions: temperature 130 celsius. The product is C(C)OC(CC=1NC(C=C(N1)N1CC(OCC1)CC)=O)=O ([4-(2-ethylmorpholin-4-yl)-6-oxo-1,6-dihydropyrimidin-2-yl]acetic acid ethyl ester). Reaction SMILES: [CH2:1]([CH:3]1[O:8][CH2:7][CH2:6][NH:5][CH2:4]1)[CH3:2].C([N:12]([CH2:16][CH3:17])C(C)C)(C)C.Cl.C(O[C:22](=[NH:29])[CH2:23][C:24]([O:26][CH2:27][CH3:28])=[O:25])C.[CH2:30]([OH:32])C>>[CH2:27]([O:26][C:24](=[O:25])[CH2:23][C:22]1[NH:29][C:30](=[O:32])[CH:17]=[C:16]([N:5]2[CH2:6][CH2:7][O:8][CH:3]([CH2:1][CH3:2])[CH2:4]2)[N:12]=1)[CH3:28] |f:2.3|. Reported procedure: In a microwave tube, 0.45 g of 2-ethylmorpholine is placed in 10 ml of ethanol, 2.11 ml of N,N-diisopropylethylamine and 2.29 g of ethyl 3-ethoxy-3-iminopropanoate hydrochloride. The tube is then microwave-heated at 130° C. for 1 hour and then allowed to return to ambient temperature. The reaction mixture is concentrated under reduced pressure. After purification by silica column chromatography, eluent: 90/05 dichloromethane/methanol, 550 mg of [4-(2-ethylmorpholin-4-yl)-6-oxo-1,6-dihydropyrimid... Reactants: C(C)(C)(C)OC(=O)N1C[C@H]([C@@H](C1)C1=CNC2=CC=CC=C12)C1=CN2CCCC3=CC=CC1=C23 ((3R,4R)-3-(5,6-dihydro-4H-pyrrolo[3,2,1-ij]quinolin-1-yl)-4-(1H-indol-3-yl)-pyrrolidine-1-carboxylic acid tert-butyl ester), Cl (HCl), O1CCOCC1 (dioxane), CCN(C(C)C)C(C)C (DIPEA), C(C)(C)S(=O)(=O)Cl (isopropylsulfonyl chloride). The solvent is C(Cl)Cl (DCM). Conditions: time 2 hour. Yields the product N1C=C(C2=CC=CC=C12)[C@H]1[C@@H](CN(C1)S(=O)(=O)C(C)C)C1=CN2CCCC3=CC=CC1=C23 (1-[(3R,4R)-4-(1H-indol-3-yl)-1-(propane-2-sulfonyl)-pyrrolidin-3-yl]-5,6-dihydro-4H-pyrrolo[3,2,1-ij]quinoline). Isolated yield 41787.4%. Reaction SMILES: C(OC([N:8]1[CH2:12][C@@H:11]([C:13]2[C:21]3[C:16](=[CH:17][CH:18]=[CH:19][CH:20]=3)[NH:15][CH:14]=2)[C@H:10]([C:22]2[C:32]3=[C:33]4[C:28](=[CH:29][CH:30]=[CH:31]3)[CH2:27][CH2:26][CH2:25][N:24]4[CH:23]=2)[CH2:9]1)=O)(C)(C)C.Cl.O1CCOCC1.CCN(C(C)C)C(C)C.[CH:50]([S:53](Cl)(=[O:55])=[O:54])([CH3:52])[CH3:51]>C(Cl)Cl>[NH:15]1[C:16]2[C:21](=[CH:20][CH:19]=[CH:18][CH:17]=2)[C:13]([C@@H:11]2[CH2:12][N:8]([S:53]([CH:50]([CH3:52])[CH3:51])(=[O:55])=[O:54])[CH2:9][C@H:10]2[C:22]2[C:32]3=[C:33]4[C:28](=[CH:29][CH:30]=[CH:31]3)[CH2:27][CH2:26][CH2:25][N:24]4[CH:23]=2)=[CH:14]1. Reported procedure: To a solution of (3R,4R)-3-(5,6-dihydro-4H-pyrrolo[3,2,1-ij]quinolin-1-yl)-4-(1H-indol-3-yl)-pyrrolidine-1-carboxylic acid tert-butyl ester (200 mg, 450 μmol) in DCM (5 mL) under a nitrogen atmosphere was added 4M HCl in dioxane (1.7 mL, 6.8 mmol). The mixture was stirred at room temperature for 2 h. The solvent was then removed under vacuum and the residue dissolved in DCM (5 mL). DIPEA (320 μL, 1.8 mmol) and isopropylsulfonyl chloride (77 mg, 0.54 μmol) were added and the mixture stirred at ro...